From a dataset of the Open Reaction Database (ORD), a public repository of structured organic reaction records. describe an organic reaction: reactants, conditions, products, and yield Starting materials: CCOC(=O)CC1=CS(=O)(=O)c2cc(NS(C)(=O)=O)ccc2N1, CCOCC, CO, Cl, [Li+], [OH-]. Product: CS(=O)(=O)Nc1ccc2c(c1)S(=O)(=O)C=C(CC(=O)O)N2. Reaction SMILES: [CH2:1]([CH3:2])[O:3][C:4]([CH2:5][C:6]1=[CH:7][S:8](=[O:21])(=[O:22])[c:9]2[c:10]([cH:12][cH:13][c:14]([NH:16][S:17](=[O:18])(=[O:19])[CH3:20])[cH:15]2)[NH:11]1)=[O:23].[CH3:27][CH2:28][O:29][CH2:30][CH3:31].[CH3:32][OH:33].[ClH:26].[Li+:24].[OH-:25]>>[O:3]=[C:4]([CH2:5][C:6]1=[CH:7][S:8](=[O:21])(=[O:22])[c:9]2[c:10]([cH:12][cH:13][c:14]([NH:16][S:17](=[O:18])(=[O:19])[CH3:20])[cH:15]2)[NH:11]1)[OH:23]. Starting materials: C1CCNCC1, CCCCO, ClCCCOc1ccc(I)cc1, [I-], [K+], [Na+], [Na+], O=C([O-])[O-], O. Yields the product Ic1ccc(OCCCN2CCCCC2)cc1. As a reaction SMILES: [CH2:13]1[CH2:14][CH2:15][NH:16][CH2:17][CH2:18]1.[CH2:27]([OH:28])[CH2:29][CH2:30][CH3:31].[Cl:1][CH2:2][CH2:3][CH2:4][O:5][c:6]1[cH:7][cH:8][c:9]([I:12])[cH:10][cH:11]1.[I-:26].[K+:25].[Na+:19].[Na+:20].[O-:21][C:22](=[O:23])[O-:24].[OH2:32]>>[CH2:2]([CH2:3][CH2:4][O:5][c:6]1[cH:7][cH:8][c:9]([I:12])[cH:10][cH:11]1)[N:16]1[CH2:15][CH2:14][CH2:13][CH2:18][CH2:17]1. Starting materials: O (water), ClC1=CC=C(C=C1)C1=NNC(=C1)C (3-(4-Chloro-phenyl)-5-methyl-1H-pyrazole), COC(CCC(CBr)=O)=O (5-bromo-4-oxo-pentanoic acid methyl ester), [H-].[Na+] (sodium hydride). Solvent: CN(C=O)C (dimethylformamide). Run at time 15 minute. The product is COC(CCC(CN1N=C(C=C1C)C1=CC=C(C=C1)Cl)=O)=O (5-[3-(4-chloro-phenyl)-5-methyl-pyrazol-1-yl]-4-oxo-pentanoic acid methyl ester). Yield: 59.8%. As a reaction SMILES: [Cl:1][C:2]1[CH:7]=[CH:6][C:5]([C:8]2[CH:12]=[C:11]([CH3:13])[NH:10][N:9]=2)=[CH:4][CH:3]=1.[H-].[Na+].[CH3:16][O:17][C:18](=[O:25])[CH2:19][CH2:20][C:21](=[O:24])[CH2:22]Br.O>CN(C)C=O>[CH3:16][O:17][C:18](=[O:25])[CH2:19][CH2:20][C:21](=[O:24])[CH2:22][N:10]1[C:11]([CH3:13])=[CH:12][C:8]([C:5]2[CH:4]=[CH:3][C:2]([Cl:1])=[CH:7][CH:6]=2)=[N:9]1 |f:1.2|. Procedure details: 3-(4-Chloro-phenyl)-5-methyl-1H-pyrazole (1.84 g, 9.6 mmol) was dissolved in dimethylformamide (20 ml) followed by the addition of sodium hydride (60% dispersion in oil, 384 mg, 9.6 mmol). The reaction was stirred at room temperature for 15 min, followed by the addition of 5-bromo-4-oxo-pentanoic acid methyl ester (2 g, 9.6 mmol). The reaction was stirred at room temperature for a further 30 min, before the addition of water (200 ml). The solution was then extracted with ethyl acetate (2×150 ml)...